This data is from the Open Reaction Database (ORD), a public repository of structured organic reaction records. The task is: describe an organic reaction: reactants, conditions, products, and yield The reactants are ClC1=CC=C(C=C1)[Mg]Br (4-chlorophenylmagnesium bromide), CC(=O)C1=CC=C(C=C1)N (4-aminoacetophenone). Solvent: C(C)OCC (ethyl ether), CCOCC (ether). Yields the product Cl.NC1=CC=C(C=C1)C(=C)C1=CC=CC=C1 (1-(4-aminophenyl)-1-phenylethylene hydrochloride). RXN SMILES: [Cl:1][C:2]1[CH:7]=[CH:6][C:5]([Mg]Br)=[CH:4][CH:3]=1.[CH3:10][C:11]([C:13]1[CH:18]=[CH:17][C:16]([NH2:19])=[CH:15][CH:14]=1)=O>CCOCC>[ClH:1].[NH2:19][C:16]1[CH:17]=[CH:18][C:13]([C:11]([C:2]2[CH:7]=[CH:6][CH:5]=[CH:4][CH:3]=2)=[CH2:10])=[CH:14][CH:15]=1 |f:3.4|. Reported procedure: A mixture of 400 ml of ethyl ether containing 0.5 mole of 4-chlorophenylmagnesium bromide was added over 1 hour to a mixture of 13.5 g of 4-aminoacetophenone in 500 ml of ether under nitrogen. After heating at reflux for 3 hours, the cooled mixture was quenched with 250 ml of saturated ammonium chloride solution. The dried ethereal layer was evaporated. The residual oil was mixed with 250 ml of 3N hydrochloric acid. After heating on the steam bath for 3 hours, the cooled mixture was separated fr... Reactants: [Li]CCCC, C1CCOC1, CCOC(C)=O, CC(=O)O, C1CCC(NC2CCCCC2)CC1, COC(=O)CCCC(=O)Cl, N#N. The product is CCOC(=O)CC(=O)CCCC(=O)OC. Reaction SMILES: [CH2:3]([Li:4])[CH2:5][CH2:6][CH3:7].[CH2:41]1[O:42][CH2:43][CH2:44][CH2:45]1.[CH3:21][CH2:22][O:23][C:24]([CH3:25])=[O:26].[CH3:37][C:38](=[O:39])[OH:40].[CH:8]1([NH:9][CH:10]2[CH2:11][CH2:12][CH2:13][CH2:14][CH2:15]2)[CH2:16][CH2:17][CH2:18][CH2:19][CH2:20]1.[Cl:27][C:28](=[O:29])[CH2:30][CH2:31][CH2:32][C:33](=[O:34])[O:35][CH3:36].[N:1]#[N:2]>>[CH3:21][CH2:22][O:23][C:24]([CH2:25][C:28](=[O:29])[CH2:30][CH2:31][CH2:32][C:33](=[O:34])[O:35][CH3:36])=[O:26]. Reactants: CCOC(C#N)OCC, C[O-], CO, NCc1cccc(F)c1, [Na+]. Product: CCOC(OCC)C(=N)NCc1cccc(F)c1. RXN SMILES: [CH2:4]([CH3:5])[O:6][CH:7]([C:8]#[N:9])[O:10][CH2:11][CH3:12].[CH3:1][O-:2].[CH3:22][OH:23].[F:13][c:14]1[cH:15][c:16]([CH2:17][NH2:18])[cH:19][cH:20][cH:21]1.[Na+:3]>>[CH2:4]([CH3:5])[O:6][CH:7]([C:8](=[NH:9])[NH:18][CH2:17][c:16]1[cH:15][c:14]([F:13])[cH:21][cH:20][cH:19]1)[O:10][CH2:11][CH3:12].